Dataset: the Open Reaction Database (ORD), a public repository of structured organic reaction records. Task: describe an organic reaction: reactants, conditions, products, and yield Starting materials: COC(=O)CC(C)(C)CCN1CCCC(N(Cc2cc(C(F)(F)F)cc(C(F)(F)F)c2)c2nnn(C)n2)c2cc(C)c(C(F)(F)F)c(C)c21, CO, [Na+], [OH-]. Product: Cc1cc2c(c(C)c1C(F)(F)F)N(CCC(C)(C)CC(=O)O)CCCC2N(Cc1cc(C(F)(F)F)cc(C(F)(F)F)c1)c1nnn(C)n1. Reaction SMILES: [CH3:1][O:2][C:3]([CH2:4][C:5]([CH2:6][CH2:7][N:8]1[c:9]2[c:10]([cH:37][c:38]([CH3:46])[c:39]([C:42]([F:43])([F:44])[F:45])[c:40]2[CH3:41])[CH:11]([N:15]([c:16]2[n:17][n:18][n:19]([CH3:21])[n:20]2)[CH2:22][c:23]2[cH:24][c:25]([C:33]([F:34])([F:35])[F:36])[cH:26][c:27]([C:29]([F:30])([F:31])[F:32])[cH:28]2)[CH2:12][CH2:13][CH2:14]1)([CH3:47])[CH3:48])=[O:49].[CH3:52][OH:53].[Na+:51].[OH-:50]>>[O:2]=[C:3]([CH2:4][C:5]([CH2:6][CH2:7][N:8]1[c:9]2[c:10]([cH:37][c:38]([CH3:46])[c:39]([C:42]([F:43])([F:44])[F:45])[c:40]2[CH3:41])[CH:11]([N:15]([c:16]2[n:17][n:18][n:19]([CH3:21])[n:20]2)[CH2:22][c:23]2[cH:24][c:25]([C:33]([F:34])([F:35])[F:36])[cH:26][c:27]([C:29]([F:30])([F:31])[F:32])[cH:28]2)[CH2:12][CH2:13][CH2:14]1)([CH3:47])[CH3:48])[OH:49].